describe an organic reaction: reactants, conditions, products, and yield From a dataset of the Open Reaction Database (ORD), a public repository of structured organic reaction records. The reactants are N (ammonia), C(C)(C)C1=C(C=C(C(=C1)C(F)(F)F)C(C)C)S(=O)(=O)F (2,5-diisopropyl-4-trifluoromethylbenzenesulfonyl fluoride), Hastelloy. The product is C(C)(C)C1=C(C=C(C(=C1)C(F)(F)F)C(C)C)S(=O)(=O)N (2,5-diisopropyl-4-trifluoromethylbenzenesulfonamide). RXN SMILES: [NH3:1].[CH:2]([C:5]1[CH:10]=[C:9]([C:11]([F:14])([F:13])[F:12])[C:8]([CH:15]([CH3:17])[CH3:16])=[CH:7][C:6]=1[S:18](F)(=[O:20])=[O:19])([CH3:4])[CH3:3]>>[CH:2]([C:5]1[CH:10]=[C:9]([C:11]([F:14])([F:13])[F:12])[C:8]([CH:15]([CH3:17])[CH3:16])=[CH:7][C:6]=1[S:18]([NH2:1])(=[O:20])=[O:19])([CH3:4])[CH3:3]. Procedure details: A mixture of ammonia, 25 parts, and 2,5-diisopropyl-4-trifluoromethylbenzenesulfonyl fluoride, 7 parts, is heated for 4 hours at 100° in a Hastelloy-lined bomb. After removal of the ammonia, the crude product is stirred with water, filtered and dried. Pure product, m.p. 171°-174°, is obtained after vacuum sublimation. The reactants are Cc1cc([N+](=O)[O-])ccc1Oc1ccnc(NC(=O)N2CCOCC2)c1, CCO, CCOC(C)=O, CCOCC, [Cl-], [Fe], [NH4+], O. Product: Cc1cc(N)ccc1Oc1ccnc(NC(=O)N2CCOCC2)c1. Reaction SMILES: [CH3:1][c:2]1[c:3]([O:4][c:5]2[cH:6][c:7]([NH:11][C:12](=[O:13])[N:14]3[CH2:15][CH2:16][O:17][CH2:18][CH2:19]3)[n:8][cH:9][cH:10]2)[cH:20][cH:21][c:22]([N+:24]([O-:25])=[O:26])[cH:23]1.[CH3:30][CH2:31][OH:32].[CH3:33][CH2:34][O:35][C:36](=[O:37])[CH3:38].[CH3:39][CH2:40][O:41][CH2:42][CH3:43].[Cl-:27].[Fe:44].[NH4+:28].[OH2:29]>>[CH3:1][c:2]1[c:3]([O:4][c:5]2[cH:6][c:7]([NH:11][C:12](=[O:13])[N:14]3[CH2:15][CH2:16][O:17][CH2:18][CH2:19]3)[n:8][cH:9][cH:10]2)[cH:20][cH:21][c:22]([NH2:24])[cH:23]1. Reactants: C1CCOC1, CN, CCOC(C)=O, CC1(C)C(C(=O)c2cn(CC3CCOCC3)c3ccc(C(=O)O)cc23)C1(C)C. The product is CNC(=O)c1ccc2c(c1)c(C(=O)C1C(C)(C)C1(C)C)cn2CC1CCOCC1. Reaction SMILES: [CH2:37]1[O:38][CH2:39][CH2:40][CH2:41]1.[CH3:29][NH2:30].[CH3:31][CH2:32][O:33][C:34]([CH3:35])=[O:36].[O:1]1[CH2:2][CH2:3][CH:4]([CH2:7][n:8]2[cH:9][c:10]([C:20](=[O:21])[CH:22]3[C:23]([CH3:27])([CH3:28])[C:24]3([CH3:25])[CH3:26])[c:11]3[cH:12][c:13]([C:17](=[O:18])[OH:19])[cH:14][cH:15][c:16]23)[CH2:5][CH2:6]1>>[O:1]1[CH2:2][CH2:3][CH:4]([CH2:7][n:8]2[cH:9][c:10]([C:20](=[O:21])[CH:22]3[C:23]([CH3:27])([CH3:28])[C:24]3([CH3:25])[CH3:26])[c:11]3[cH:12][c:13]([C:17](=[O:18])[NH:30][CH3:29])[cH:14][cH:15][c:16]23)[CH2:5][CH2:6]1. Reactants: [Al+3], CC[SiH](CC)CC, C1CCOC1, ClCCl, [H-], [H-], [H-], [H-], [K+], [K+], [Li+], COc1cc(C(=O)c2cnc(N)nc2N)c(C(C)Cc2ccccc2)cc1OC, O=C([O-])[O-], O=C(O)C(F)(F)F. The product is COc1cc(Cc2cnc(N)nc2N)c(C(C)Cc2ccccc2)cc1OC. As a reaction SMILES: [Al+3:31].[CH2:43]([SiH:44]([CH2:45][CH3:46])[CH2:47][CH3:48])[CH3:49].[CH2:56]1[O:57][CH2:58][CH2:59][CH2:60]1.[Cl:61][CH2:62][Cl:63].[H-:30].[H-:33].[H-:34].[H-:35].[K+:50].[K+:51].[Li+:32].[NH2:1][c:2]1[n:3][cH:4][c:5]([C:9](=[O:10])[c:11]2[c:12]([CH:21]([CH2:22][c:23]3[cH:24][cH:25][cH:26][cH:27][cH:28]3)[CH3:29])[cH:13][c:14]([O:19][CH3:20])[c:15]([O:17][CH3:18])[cH:16]2)[c:6]([NH2:8])[n:7]1.[O-:52][C:53]([O-:54])=[O:55].[OH:36][C:37]([C:38]([F:39])([F:40])[F:41])=[O:42]>>[NH2:1][c:2]1[n:3][cH:4][c:5]([CH2:9][c:11]2[c:12]([CH:21]([CH2:22][c:23]3[cH:24][cH:25][cH:26][cH:27][cH:28]3)[CH3:29])[cH:13][c:14]([O:19][CH3:20])[c:15]([O:17][CH3:18])[cH:16]2)[c:6]([NH2:8])[n:7]1. Reactants: C1(=CC(=CC=C1)N)N (m-phenylenediamine), reagent, C1(\C(\C)=C/C(=O)O1)=O (citraconic anhydride). Run in CC(=O)C (acetone), CC(=O)C (acetone), reagent, CC(=O)C (acetone). The product is C1(=CC(=CC=C1)NC(\C=C(/C(=O)O)\C)=O)NC(\C=C(/C(=O)O)\C)=O (N,N'-(m-phenylene)bis citraconamic acid). Isolated yield 99.9%. RXN SMILES: [C:1]1([NH2:8])[CH:6]=[CH:5][CH:4]=[C:3]([NH2:7])[CH:2]=1.[C:9]1(=[O:16])[O:15][C:13](=[O:14])[CH:12]=[C:10]1[CH3:11]>CC(C)=O>[C:1]1([NH:8][C:13](=[O:14])/[CH:12]=[C:10](/[CH3:11])\[C:9]([OH:16])=[O:15])[CH:6]=[CH:5][CH:4]=[C:3]([NH:7][C:13](=[O:14])/[CH:12]=[C:10](/[CH3:11])\[C:9]([OH:15])=[O:16])[CH:2]=1. Procedure: A 3-liter, 3-neck round bottom flask was charged with 54 g (0.5 mole) of m-phenylenediamine and 500 ml of reagent acetone and flushed with nitrogen. The flask was fitted with a reflux condenser, mechanical stirrer and thermocouple. A dropping funnel containing 112 g (1.0 mole) of citraconic anhydride in 500 ml of reagent acetone was attached and the solution added dropwise over about 1 1/2 hours with stirring as the temperature was allowed to rise to reflux the acetone. The reaction mixture was ... The reactants are O.NN (hydrazine monohydrate), C(Cl)(Cl)Cl (chloroform), CC1=C(COC=2C=CC=C3C=CC(=NC23)C)C(=CC=C1[N+](=O)[O-])C (8-(2,6-dimethyl-3-nitrobenzyloxy)-2-methylquinoline), ferric chloride. As a reaction SMILES: [CH3:1][C:2]1[C:20]([N+:21]([O-])=O)=[CH:19][CH:18]=[C:17]([CH3:24])[C:3]=1[CH2:4][O:5][C:6]1[CH:7]=[CH:8][CH:9]=[C:10]2[C:15]=1[N:14]=[C:13]([CH3:16])[CH:12]=[CH:11]2.O.NN.C(Cl)(Cl)Cl>CO>[NH2:21][C:20]1[C:2]([CH3:1])=[C:3]([C:17]([CH3:24])=[CH:18][CH:19]=1)[CH2:4][O:5][C:6]1[CH:7]=[CH:8][CH:9]=[C:10]2[C:15]=1[N:14]=[C:13]([CH3:16])[CH:12]=[CH:11]2 |f:1.2|. Product: NC=1C(=C(COC=2C=CC=C3C=CC(=NC23)C)C(=CC1)C)C (8-(3-amino-2,6-dimethylbenzyloxy)-2-methylquinoline). Reported procedure: To a suspension of 8-(2,6-dimethyl-3-nitrobenzyloxy)-2-methylquinoline (2.34 g), ferric chloride (70.6 mg) and carbon (70.6 mg) in methanol (35 ml) was added hydrazine monohydrate (1.09 g) at 65° C., and the mixture was refluxed for 2 hours. Methanol (20 ml) was added thereto, and the mixture was refluxed for 1 hour. After cooling chloroform was added thereto, and the resulting precipitates were filtered off. The filtrate was concentrated and the residue was dissolved in chloroform. The solution... The yield is 78.7%. Solvent: CO (methanol), CO (Methanol). Reactants: Cl.ClC=1C=CC=C2CCNCC12 (8-chloro-1,2,3,4-tetrahydroisoquinoline, hydrochloride), C(C)(=O)[O-].[Na+] (sodium acetate), C(C)(=O)OC(C)=O (acetic anhydride). Run in C(C)(=O)O (acetic acid). Yields the product C(C)(=O)N1CC2=C(C=CC=C2CC1)Cl (2-acetyl-8-chloro-1,2,3,4-tetrahydroisoquinoline). Reaction SMILES: Cl.[Cl:2][C:3]1[CH:4]=[CH:5][CH:6]=[C:7]2[C:12]=1[CH2:11][NH:10][CH2:9][CH2:8]2.[C:13]([O-])(=[O:15])[CH3:14].[Na+].C(OC(=O)C)(=O)C>C(O)(=O)C>[C:13]([N:10]1[CH2:9][CH2:8][C:7]2[C:12](=[C:3]([Cl:2])[CH:4]=[CH:5][CH:6]=2)[CH2:11]1)(=[O:15])[CH3:14] |f:0.1,2.3|. Procedure: A mixture of 20.4 g. (0.1 mole) 8-chloro-1,2,3,4-tetrahydroisoquinoline, hydrochloride, 9.85 g. (0.12 mole) sodium acetate 40 ml. acetic anhydride and 100 ml. acetic acid was heated for 3 hours on a steambath with stirring. After the solvent was removed under reduced pressure, the residue was dissolved in water which was then made basic with concentrated ammonium hydroxide. The crude product was extracted into methylene chloride and the organic solution was washed with water, 10% hydrochloric ac... Reported procedure: The isobutylene gas was bubbled into a nitrogen purged, cooled (0° C.) solution of (S)-isopropyl 2-(5-bromo-2,6-dimethyl-4-(4-phenylpiperidin-1-yl)pyridin-3-yl)-2-hydroxyacetate (1.95 g, 1.5 mmol) and 0.6 mL of 70% HClO4 in DCM (25 mL) for 20 min. The reaction mixture was allowed to warm to rt and stirred for 18 h in a pressure sealed vessel, diluted with DCM, washed with 1M Na2CO3 solution, and dried over MgSO4. The crude product was charged (DCM) to a 80 g ISCO silica gel cartridge and gradien... Reactants: BrC=1C(=C(C(=NC1C)C)[C@@H](C(=O)OC(C)C)O)N1CCC(CC1)C1=CC=CC=C1 ((S)-isopropyl 2-(5-bromo-2,6-dimethyl-4-(4-phenylpiperidin-1-yl)pyridin-3-yl)-2-hydroxyacetate), HClO4. As a reaction SMILES: [Br:1][C:2]1[C:3]([N:18]2[CH2:23][CH2:22][CH:21]([C:24]3[CH:29]=[CH:28][CH:27]=[CH:26][CH:25]=3)[CH2:20][CH2:19]2)=[C:4]([C@H:10]([OH:17])[C:11]([O:13][CH:14]([CH3:16])[CH3:15])=[O:12])[C:5]([CH3:9])=[N:6][C:7]=1[CH3:8]>C(Cl)Cl>[Br:1][C:2]1[C:3]([N:18]2[CH2:23][CH2:22][CH:21]([C:24]3[CH:29]=[CH:28][CH:27]=[CH:26][CH:25]=3)[CH2:20][CH2:19]2)=[C:4]([C@H:10]([O:17][C:4]([CH3:10])([CH3:5])[CH3:3])[C:11]([O:13][CH:14]([CH3:16])[CH3:15])=[O:12])[C:5]([CH3:9])=[N:6][C:7]=1[CH3:8]. Solvent: C(Cl)Cl (DCM), C(Cl)Cl (DCM). Yields the product BrC=1C(=C(C(=NC1C)C)[C@@H](C(=O)OC(C)C)OC(C)(C)C)N1CCC(CC1)C1=CC=CC=C1 ((S)-isopropyl 2-(5-bromo-2,6-dimethyl-4-(4-phenylpiperidin-1-yl)pyridin-3-yl)-2-(tert-butoxy)acetate). The yield is 249.9%. Reaction conditions: time 18 hour. Starting materials: COc1ccc(N2CC=CC2=O)cc1, O=C(CNC(=O)c1cccc(C(F)(F)F)c1)NC1CCNC1, O. Product: COc1ccc(N2CC(N3CCC(NC(=O)CNC(=O)c4cccc(C(F)(F)F)c4)C3)CC2=O)cc1. Reaction SMILES: [CH3:2][O:3][c:4]1[cH:5][cH:6][c:7]([N:10]2[C:11](=[O:15])[CH:12]=[CH:13][CH2:14]2)[cH:8][cH:9]1.[O:16]=[C:17]([CH2:18][NH:19][C:20]([c:21]1[cH:22][c:23]([C:27]([F:28])([F:29])[F:30])[cH:24][cH:25][cH:26]1)=[O:31])[NH:32][CH:33]1[CH2:34][NH:35][CH2:36][CH2:37]1.[OH2:1]>>[CH3:2][O:3][c:4]1[cH:5][cH:6][c:7]([N:10]2[C:11](=[O:15])[CH2:12][CH:13]([N:35]3[CH2:34][CH:33]([NH:32][C:17](=[O:16])[CH2:18][NH:19][C:20]([c:21]4[cH:22][c:23]([C:27]([F:28])([F:29])[F:30])[cH:24][cH:25][cH:26]4)=[O:31])[CH2:37][CH2:36]3)[CH2:14]2)[cH:8][cH:9]1. The reactants are CC#N, O=C1CCC(=O)N1Cl, CCOC(=O)c1ccc(N)cc1. Yields the product CCOC(=O)c1ccc(N)c(Cl)c1. Reaction SMILES: [CH3:21][C:22]#[N:23].[Cl:13][N:14]1[C:15](=[O:16])[CH2:17][CH2:18][C:19]1=[O:20].[NH2:1][c:2]1[cH:3][cH:4][c:5]([C:6](=[O:7])[O:8][CH2:9][CH3:10])[cH:11][cH:12]1>>[NH2:1][c:2]1[cH:3][cH:4][c:5]([C:6](=[O:7])[O:8][CH2:9][CH3:10])[cH:11][c:12]1[Cl:13].